Task: describe an organic reaction: reactants, conditions, products, and yield. Dataset: the Open Reaction Database (ORD), a public repository of structured organic reaction records Starting materials: C(C)(=O)OC1=C(C=CC=C1)C(=O)Cl (2-(chlorocarbonyl)phenyl acetate), C(C)N(C(C)C)C(C)C (N-ethyl-N,N-diisopropylamine), CC(N)(C)C(=O)O (2-methylalanine). Solvent: C1(=CC=CC=C1)C (toluene), C1(=CC=CC=C1)C (toluene). Run at time 8 hour. The product is OC1=C(C(=O)NC(C(=O)OC)(C)C)C=CC=C1 (Methyl 2-[(2-hydroxybenzoyl)amino]-2-methylpropanoate). RXN SMILES: C([O:4][C:5]1[CH:10]=[CH:9][CH:8]=[CH:7][C:6]=1[C:11](Cl)=[O:12])(=O)C.[CH2:14](N(C(C)C)C(C)C)C.[CH3:23][C:24]([C:27]([OH:29])=[O:28])([CH3:26])[NH2:25]>C1(C)C=CC=CC=1>[OH:4][C:5]1[CH:10]=[CH:9][CH:8]=[CH:7][C:6]=1[C:11]([NH:25][C:24]([CH3:26])([CH3:23])[C:27]([O:29][CH3:14])=[O:28])=[O:12]. Procedure: To a solution of 2-(chlorocarbonyl)phenyl acetate (20 mmol, 3.96 g) in toluene (50 ml) were N-ethyl-N,N-diisopropylamine (22 mmol, 2.84 g) and 2-methylalanine (22 mmol, 2.27 g) added. After stirring the reaction mixture at room temperature overnight, the mixture was diluted with 250 ml toluene and was washed with 1.8% HCl/aq (250 ml) and sat. NaCl/aq (250 ml). The organic phase was dried over Na2SO4 and concentrated under reduced pressure. The residue was dissolved in MeOH (50 mL) and 3 drops of...